Dataset: the Open Reaction Database (ORD), a public repository of structured organic reaction records. Task: describe an organic reaction: reactants, conditions, products, and yield The reactants are CC(=O)OC(C)C, CC(C)(C)[O-], O=[N+]([O-])c1ccc(F)cc1, [K+], CC(C)(N)CO, C1CCOC1, O. Product: CC(C)(N)COc1ccc([N+](=O)[O-])cc1. As a reaction SMILES: [C:23]([O:24][CH:25]([CH3:26])[CH3:27])(=[O:28])[CH3:29].[CH3:7][C:8]([CH3:9])([O-:10])[CH3:11].[F:13][c:14]1[cH:15][cH:16][c:17]([N+:20](=[O:21])[O-:22])[cH:18][cH:19]1.[K+:12].[NH2:1][C:2]([CH2:3][OH:4])([CH3:5])[CH3:6].[O:30]1[CH2:31][CH2:32][CH2:33][CH2:34]1.[OH2:35]>>[NH2:1][C:2]([CH2:3][O:4][c:14]1[cH:15][cH:16][c:17]([N+:20](=[O:21])[O-:22])[cH:18][cH:19]1)([CH3:5])[CH3:6]. RXN SMILES: [N+:1]([C:4]1[CH:5]=[N:6][C:7]2[C:12]([C:13]=1[NH:14][CH2:15][CH2:16][O:17][CH2:18][CH2:19][OH:20])=[CH:11][CH:10]=[CH:9][CH:8]=2)([O-])=O.S([O-])([O-])(=O)=O.[Mg+2]>[Pt].C(O)C>[NH2:1][C:4]1[CH:5]=[N:6][C:7]2[C:12]([C:13]=1[NH:14][CH2:15][CH2:16][O:17][CH2:18][CH2:19][OH:20])=[CH:11][CH:10]=[CH:9][CH:8]=2 |f:1.2|. Reagents/catalysts: [Pt] (platinum on carbon). The yield is 72.8%. Product: NC=1C=NC2=CC=CC=C2C1NCCOCCO (2-{2-[(3-aminoquinolin-4-yl)amino]ethoxy}ethanol). Run in C(C)O (ethanol). Starting materials: [N+](=O)([O-])C=1C=NC2=CC=CC=C2C1NCCOCCO (2-{2-[(3-nitroquinolin-4-yl)amino]ethoxy}ethanol), S(=O)(=O)([O-])[O-].[Mg+2] (Magnesium sulfate). Procedure details: A mixture of 2-{2-[(3-nitroquinolin-4-yl)amino]ethoxy}ethanol (66.2 g, 239 mmol) and 5% platinum on carbon (7.5 g) in ethanol (250 mL) was hydrogenated at approximately 30 psi (2.1×105 Pa) on a Parr apparatus overnight. Magnesium sulfate was added to the mixture, which was then filtered through CELITE filter agent. The filtrate was concentrated under reduced pressure to provide 43.0 g of crude 2-{2-[(3-aminoquinolin-4-yl)amino]ethoxy}ethanol as a yellow solid. The reactants are NC1=C(C(=NC(=C1)OC1=CC(=C(C=C1)Cl)Cl)C(=O)O)Cl (4-Amino-3-chloro-6-(3,4-dichlorophenoxy)pyridine-2-carboxylic acid), F[B-](F)(F)F.F[B-](F)(F)F.ClC[N+]12CC[N+](CC1)(CC2)F (1-(chloromethyl)-4-fluoro-1,4-diazoniabicyclo-[2.2.2]octane bis(tetrafluoroborate)), [B-](F)(F)(F)F.[B-](F)(F)(F)F.C1C[N+]2(CC[N+]1(CC2)CCl)F (F-TEDA). The solvent is C(C)#N (acetonitrile). The product is NC1=C(C(=NC(=C1F)OC1=CC(=C(C=C1)Cl)Cl)C(=O)O)Cl (4-Amino-3-chloro-5-fluoro-6-(3,4-dichlorophenoxy)pyridine-2-carboxylic Acid). Reaction SMILES: [NH2:1][C:2]1[CH:7]=[C:6]([O:8][C:9]2[CH:14]=[CH:13][C:12]([Cl:15])=[C:11]([Cl:16])[CH:10]=2)[N:5]=[C:4]([C:17]([OH:19])=[O:18])[C:3]=1[Cl:20].[F:21][B-](F)(F)F.F[B-](F)(F)F.ClC[N+]12CC[N+](F)(CC1)CC2>C(#N)C>[NH2:1][C:2]1[C:7]([F:21])=[C:6]([O:8][C:9]2[CH:14]=[CH:13][C:12]([Cl:15])=[C:11]([Cl:16])[CH:10]=2)[N:5]=[C:4]([C:17]([OH:19])=[O:18])[C:3]=1[Cl:20] |f:1.2.3|. Procedure details: 4-Amino-3-chloro-6-(3,4-dichlorophenoxy)pyridine-2-carboxylic acid was fluorinated with [1-(chloromethyl)-4-fluoro-1,4-diazoniabicyclo-[2.2.2]octane bis(tetrafluoroborate)] (F-TEDA) in refluxing acetonitrile; mp 156-160° C. The reactants are COC=1C=C2C(=NC=NC2=CC1OC[C@H]1OC1)OC=1C=C2C=C(NC2=CC1)C ((2S)-6-methoxy-4-(2-methylindol-5-yloxy)-7-(oxiran-2-ylmethoxy)quinazoline), N1CCCC1 (pyrrolidine). The solvent is C1CCOC1 (THF). Conditions: temperature 75 celsius, time 3 hour. The product is O[C@H](COC1=C(C=C2C(=NC=NC2=C1)OC=1C=C2C=C(NC2=CC1)C)OC)CN1CCCC1 ((2S)-7-(2-hydroxy-3-(pyrrolidin-1-yl)propoxy)-6-methoxy-4-(2-methylindol-5-yloxy)quinazoline). Yield: 36.0%. Reaction SMILES: [CH3:1][O:2][C:3]1[CH:4]=[C:5]2[C:10](=[CH:11][C:12]=1[O:13][CH2:14][C@@H:15]1[CH2:17][O:16]1)[N:9]=[CH:8][N:7]=[C:6]2[O:18][C:19]1[CH:20]=[C:21]2[C:25](=[CH:26][CH:27]=1)[NH:24][C:23]([CH3:28])=[CH:22]2.[NH:29]1[CH2:33][CH2:32][CH2:31][CH2:30]1>C1COCC1>[OH:16][C@@H:15]([CH2:17][N:29]1[CH2:33][CH2:32][CH2:31][CH2:30]1)[CH2:14][O:13][C:12]1[CH:11]=[C:10]2[C:5]([C:6]([O:18][C:19]3[CH:20]=[C:21]4[C:25](=[CH:26][CH:27]=3)[NH:24][C:23]([CH3:28])=[CH:22]4)=[N:7][CH:8]=[N:9]2)=[CH:4][C:3]=1[O:2][CH3:1]. Procedure: A mixture of (2S)-6-methoxy-4-(2-methylindol-5-yloxy)-7-(oxiran-2-ylmethoxy)quinazoline (250 mg, 0.66 mmol), and pyrrolidine (1.5 ml) in THF (10 ml) was stirred at 75° C. for 3 hours under an atmosphere of nitrogen and then allowed to cool to ambient temperature. The mixture was filtered and the filtrate evaporated in vacuo. The residue was purified by silica gel chromatographyusing gradient elution with dichloromethane/methanolic ammonia (7M) (100/0 to 90/10) to give (2S)-7-(2-hydroxy-3-(pyrrol... Procedure details: A solution of tert-butyl 4-chloro-2-(4,4,5,5-tetramethyl-1,3,2-dioxaborolan-2-yl)phenyl-carbamate (from step 2) (1.0 eq.) and 3-bromopicolino-nitrile (1.0 eq.) in toluene (0.44 M) was mixed with tetrakis(triphenyl-phosphine)palladium (5 mol %) and 2N aqueous potassium carbonate solution (2.0 eq.). The reaction was heated to 100° C. and stirred overnight. After cooling to ambient temperature, the reaction content was diluted with 2% methanol in dichloromethane and water. The two phases were separ... Product: ClC=1C=CC=2C(=C3C=CC=NC3=C(N2)N)C1 (9-chlorobenzo[f][1,7]naphthyridin-5-amine). Conditions: temperature 100 celsius, time 8 hour. Solvent: CO (methanol), ClCCl (dichloromethane), O (water), C1(=CC=CC=C1)C (toluene). Reaction SMILES: [Cl:1][C:2]1[CH:7]=[CH:6][C:5]([NH:8]C(=O)OC(C)(C)C)=[C:4](B2OC(C)(C)C(C)(C)O2)[CH:3]=1.Br[C:26]1[C:27]([C:32]#[N:33])=[N:28][CH:29]=[CH:30][CH:31]=1.C(=O)([O-])[O-].[K+].[K+]>C1(C)C=CC=CC=1.CO.ClCCl.O>[Cl:1][C:2]1[CH:3]=[CH:4][C:5]2[C:6]([CH:7]=1)=[C:26]1[C:27](=[C:32]([NH2:33])[N:8]=2)[N:28]=[CH:29][CH:30]=[CH:31]1 |f:2.3.4|. The reactants are ClC1=CC(=C(C=C1)NC(OC(C)(C)C)=O)B1OC(C(O1)(C)C)(C)C (tert-butyl 4-chloro-2-(4,4,5,5-tetramethyl-1,3,2-dioxaborolan-2-yl)phenyl-carbamate), BrC=1C(=NC=CC1)C#N (3-bromopicolino-nitrile), tetrakis(triphenyl-phosphine)palladium, C([O-])([O-])=O.[K+].[K+] (potassium carbonate).